From a dataset of the Open Reaction Database (ORD), a public repository of structured organic reaction records. describe an organic reaction: reactants, conditions, products, and yield The reactants are FC1=NC=CC=C1C1CCOCCC1 (2-Fluoro-3-(oxepan-4-yl)pyridine), S1C(=NC2=C1C=CC=C2)NC2=CC=C(C=C2)O (4-(benzo[d]thiazol-2-ylamino)phenol), C([O-])([O-])=O.[Cs+].[Cs+] (cesium carbonate). Solvent: CN1CCCC1=O (NMP), O (water), CO (MeOH). Run at temperature 120 celsius, time 17 hour. Yields the product O1CCC(CCC1)C=1C(=NC=CC1)OC1=CC=C(C=C1)NC=1SC2=C(N1)C=CC=C2 (N-(4-(3-(oxepan-4-yl)pyridin-2-yloxy)phenyl)benzo[d]thiazol-2-amine). RXN SMILES: F[C:2]1[C:7]([CH:8]2[CH2:14][CH2:13][CH2:12][O:11][CH2:10][CH2:9]2)=[CH:6][CH:5]=[CH:4][N:3]=1.[S:15]1[C:19]2[CH:20]=[CH:21][CH:22]=[CH:23][C:18]=2[N:17]=[C:16]1[NH:24][C:25]1[CH:30]=[CH:29][C:28]([OH:31])=[CH:27][CH:26]=1.C(=O)([O-])[O-].[Cs+].[Cs+]>CN1C(=O)CCC1.O.CO>[O:11]1[CH2:12][CH2:13][CH2:14][CH:8]([C:7]2[C:2]([O:31][C:28]3[CH:27]=[CH:26][C:25]([NH:24][C:16]4[S:15][C:19]5[CH:20]=[CH:21][CH:22]=[CH:23][C:18]=5[N:17]=4)=[CH:30][CH:29]=3)=[N:3][CH:4]=[CH:5][CH:6]=2)[CH2:9][CH2:10]1 |f:2.3.4|. Procedure: 2-Fluoro-3-(oxepan-4-yl)pyridine (0.055 g, 0.28 mmol), 4-(benzo[d]thiazol-2-ylamino)phenol (0.20 g, 0.85 mmol), and cesium carbonate (0.28 mL, 0.85 mmol) were mixed in NMP (0.75 mL). The reaction mixture was placed under a nitrogen atmosphere and stirred at 120° C. for 17 h. The reaction mixture was cooled to room temperature, diluted with water, and extracted with EtOAc (2×). The combined organic layers were washed with 1 M aqueous sodium hydroxide, washed with sat. sodium chloride, dried over ... Reactants: C[O-], CO, [Na+], CCOC(=O)C1C2CC(OC3CCCCO3)CC21. The product is COC(=O)C1C2CC(OC3CCCCO3)CC21. As a reaction SMILES: [CH3:19][O-:20].[CH3:22][OH:23].[Na+:21].[O:1]1[CH:2]([O:7][CH:8]2[CH2:9][CH:10]3[CH:11]([C:14](=[O:15])[O:16][CH2:17][CH3:18])[CH:12]3[CH2:13]2)[CH2:3][CH2:4][CH2:5][CH2:6]1>>[O:1]1[CH:2]([O:7][CH:8]2[CH2:9][CH:10]3[CH:11]([C:14](=[O:15])[O:16][CH3:17])[CH:12]3[CH2:13]2)[CH2:3][CH2:4][CH2:5][CH2:6]1.